Task: describe an organic reaction: reactants, conditions, products, and yield. Dataset: the Open Reaction Database (ORD), a public repository of structured organic reaction records Reactants: C1(=CC=CC=C1)[C@@H]1CN2[C@H](C3=CC=C(C=C13)OCCCN1CCCCC1)CCC2=O (cis-6-phenyl-8-(3-piperidin-1-yl-propoxy)-1,5,6,10b-tetrahydro-2H-pyrrolo[2,1-a]isoquinolin-3-one), BrC1=CC=C(C=C1)[C@@H]1CN2[C@H](C3=CC=C(C=C13)OCCCN1CCCCC1)CCC2=O (Cis-6-(4-Bromo-phenyl)-8-(3-piperidin-1-yl-propoxy)-1,5,6,10b-tetrahydro-2H-pyrrolo[2,1-a]isoquinolin-3-one). Yields the product mixture, N1(CCCCC1)CCCOC=1C=C2[C@@H](CN3[C@H](C2=CC1)CCC3)C3=CC=C(C#N)C=C3 (Cis-4-[8-(3-Piperidin-1-yl-propoxy)-1,2,3,5,6,10b-hexahydro-pyrrolo[2,1-a]isoquinolin-6-yl]-benzonitrile). As a reaction SMILES: BrC1C=CC([C@H]2C3C(=CC=C(OCCCN4CCCCC4)C=3)[C@@H]3CCC(=O)[N:10]3[CH2:9]2)=CC=1.[C:32]1([C@H:38]2[C:47]3[C:42](=[CH:43][CH:44]=[C:45]([O:48][CH2:49][CH2:50][CH2:51][N:52]4[CH2:57][CH2:56][CH2:55][CH2:54][CH2:53]4)[CH:46]=3)[C@@H:41]3[CH2:58][CH2:59][C:60](=O)[N:40]3[CH2:39]2)[CH:37]=[CH:36][CH:35]=[CH:34][CH:33]=1>>[N:52]1([CH2:51][CH2:50][CH2:49][O:48][C:45]2[CH:46]=[C:47]3[C:42](=[CH:43][CH:44]=2)[C@@H:41]2[CH2:58][CH2:59][CH2:60][N:40]2[CH2:39][C@H:38]3[C:32]2[CH:33]=[CH:34][C:35]([C:9]#[N:10])=[CH:36][CH:37]=2)[CH2:53][CH2:54][CH2:55][CH2:56][CH2:57]1. Procedure: Cis-6-(4-Bromo-phenyl)-8-(3-piperidin-1-yl-propoxy)-1,5,6,10b-tetrahydro-2H-pyrrolo[2,1-a]isoquinolin-3-one. Prepared as described in Example 42, Step 13, on a 1.23 mmol scale to yield 308.1 mg of a mixture of the desired product and cis-6-phenyl-8-(3-piperidin-1-yl-propoxy)-1,5,6,10b-tetrahydro-2H-pyrrolo[2,1-a]isoquinolin-3-one. The reactants are CC(C)(C)OC(=O)NC1CCN(CCN2C(=O)COc3ccc(C#N)cc32)C(=O)C1, COc1ccc2c(c1)N(CCN1CCC(N)CC1)C(=O)OC2. Product: N#Cc1ccc2c(c1)N(CCN1CCC(N)CC1=O)C(=O)CO2. As a reaction SMILES: [C:1](#[N:2])[c:3]1[cH:4][cH:5][c:6]2[c:7]([cH:30]1)[N:8]([CH2:13][CH2:14][N:15]1[C:16](=[O:29])[CH2:17][CH:18]([NH:21][C:22](=[O:23])[O:24][C:25]([CH3:26])([CH3:27])[CH3:28])[CH2:19][CH2:20]1)[C:9](=[O:12])[CH2:10][O:11]2.[NH2:31][CH:32]1[CH2:33][CH2:34][N:35]([CH2:36][CH2:37][N:38]2[c:39]3[cH:40][c:41]([O:42][CH3:43])[cH:44][cH:45][c:46]3[CH2:47][O:48][C:49]2=[O:50])[CH2:51][CH2:52]1>>[C:1](#[N:2])[c:3]1[cH:4][cH:5][c:6]2[c:7]([cH:30]1)[N:8]([CH2:13][CH2:14][N:15]1[C:16](=[O:29])[CH2:17][CH:18]([NH2:21])[CH2:19][CH2:20]1)[C:9](=[O:12])[CH2:10][O:11]2. Starting materials: FC1=C(C(=CC=C1F)[N+](=O)[O-])NCCO (2-[(2,3-difluoro-6-nitrophenyl)amino]ethanol), [H][H] (hydrogen). Reagents/catalysts: [Pd] (Pd/C). Run in C(C)(=O)OCC (ethyl acetate), C(C)O (ethanol). Yields the product NC1=CC=C(C(=C1NCCO)F)F (2-[(6-amino-2,3-difluorophenyl)amino]ethanol). Reaction SMILES: [F:1][C:2]1[C:7]([F:8])=[CH:6][CH:5]=[C:4]([N+:9]([O-])=O)[C:3]=1[NH:12][CH2:13][CH2:14][OH:15].[H][H]>C(OCC)(=O)C.C(O)C.[Pd]>[NH2:9][C:4]1[C:3]([NH:12][CH2:13][CH2:14][OH:15])=[C:2]([F:1])[C:7]([F:8])=[CH:6][CH:5]=1. Procedure details: To a solution of 2-[(2,3-difluoro-6-nitrophenyl)amino]ethanol (3.8 g, 17.4 mmol) in 70 ml of ethyl acetate and 30 ml of ethanol is added 10% Pd/C (380 mg). The reaction is shaken under 50 PSI of hydrogen for 3 hours. The pressure is periodically adjusted to 50 PSI. The reaction is filtered through celite, rinsed with ethanol and concentrated. The resulting material is used without further purification in the next step. 1H NMR (400 MHz, CDCl3) δ ppm 3.17-3.27 (m, 2H) 3.68-3.78 (m, 2H) 6.38 (ddd, ... The reactants are CCc1c(C(=O)OC(C)(C)C)[nH]c(C=O)c1C(=O)OCc1ccccc1, CCO, C1=CCC=CC1. Product: CCc1c(C(=O)OC(C)(C)C)[nH]c(C=O)c1C(=O)O. Reaction SMILES: [CH2:1]([CH3:2])[c:3]1[c:4]([C:20](=[O:21])[O:22][C:23]([CH3:24])([CH3:25])[CH3:26])[nH:5][c:6]([CH:18]=[O:19])[c:7]1[C:8](=[O:9])[O:10][CH2:11][c:12]1[cH:13][cH:14][cH:15][cH:16][cH:17]1.[CH3:33][CH2:34][OH:35].[CH:27]1=[CH:32][CH2:31][CH:30]=[CH:29][CH2:28]1>>[CH2:1]([CH3:2])[c:3]1[c:4]([C:20](=[O:21])[O:22][C:23]([CH3:24])([CH3:25])[CH3:26])[nH:5][c:6]([CH:18]=[O:19])[c:7]1[C:8](=[O:9])[OH:10]. The reactants are CCOc1c(C)c(C)c(O)c(C=O)c1C, Cc1ccc(C(C)C)c(OCCN)c1, c1ccccc1. The product is CCOc1c(C)c(C)c(O)c(CNCCOc2cc(C)ccc2C(C)C)c1C. RXN SMILES: [CH2:1]([CH3:2])[O:3][c:4]1[c:5]([CH3:15])[c:6]([CH:7]=[O:8])[c:9]([OH:14])[c:10]([CH3:13])[c:11]1[CH3:12].[CH:16]([CH3:17])([CH3:18])[c:19]1[c:20]([O:21][CH2:22][CH2:23][NH2:24])[cH:25][c:26]([CH3:29])[cH:27][cH:28]1.[cH:30]1[cH:31][cH:32][cH:33][cH:34][cH:35]1>>[CH2:1]([CH3:2])[O:3][c:4]1[c:5]([CH3:15])[c:6]([CH2:7][NH:24][CH2:23][CH2:22][O:21][c:20]2[c:19]([CH:16]([CH3:17])[CH3:18])[cH:28][cH:27][c:26]([CH3:29])[cH:25]2)[c:9]([OH:14])[c:10]([CH3:13])[c:11]1[CH3:12]. The reactants are NC1=CC=C(C=C1)SC1=C(C=C(C(=O)O)C=C1)NC=1C2=C(N=CN1)N=C(C(=C2)F)C(C)C (4-(4-Aminophenylthio)-3-(6-fluoro-7-isopropylpyrido[2,3-d]pyrimidin-4-ylamino)benzoic acid), NC(CO)(C)C1=CC=CC=C1 ((RS)-2-Amino-2-phenylpropan-1-ol). Yields the product NC1=CC=C(C=C1)SC1=C(C=C(C(=O)NC(CO)(C)C2=CC=CC=C2)C=C1)NC=1C2=C(N=CN1)N=C(C(=C2)F)C(C)C ((RS)-4-(4-Aminophenylthio)-3-(6-fluoro-7-isopropylpyrido[2,3-d]pyrimidin-4-ylamino)-N-(1-hydroxy-2-phenylpropan-2-yl)benzamide). Isolated yield 30.0%. Reaction SMILES: [NH2:1][C:2]1[CH:7]=[CH:6][C:5]([S:8][C:9]2[CH:17]=[CH:16][C:12]([C:13](O)=[O:14])=[CH:11][C:10]=2[NH:18][C:19]2[C:20]3[CH:28]=[C:27]([F:29])[C:26]([CH:30]([CH3:32])[CH3:31])=[N:25][C:21]=3[N:22]=[CH:23][N:24]=2)=[CH:4][CH:3]=1.[NH2:33][C:34]([C:38]1[CH:43]=[CH:42][CH:41]=[CH:40][CH:39]=1)([CH3:37])[CH2:35][OH:36]>>[NH2:1][C:2]1[CH:7]=[CH:6][C:5]([S:8][C:9]2[CH:17]=[CH:16][C:12]([C:13]([NH:33][C:34]([C:38]3[CH:43]=[CH:42][CH:41]=[CH:40][CH:39]=3)([CH3:37])[CH2:35][OH:36])=[O:14])=[CH:11][C:10]=2[NH:18][C:19]2[C:20]3[CH:28]=[C:27]([F:29])[C:26]([CH:30]([CH3:31])[CH3:32])=[N:25][C:21]=3[N:22]=[CH:23][N:24]=2)=[CH:4][CH:3]=1. Reported procedure: The title compound was prepared (yield 30%) by the procedure of Example 449I, substituting the product of Example 451D for the product of Example 449H. 1H-NMR (300 MHz, DMSO-d6) δ ppm: 1.34 (d, J=7.0 Hz, 6H), 1.69 (s, 3H), 3.43-3.58 (m, 2H), 3.74 (dd, J=10.7, 5.9 Hz, 1H), 5.09 (t, J=5.9 Hz, 1H), 5.57 (br-s, 2H), 6.62 (d, J=8.5 Hz, 2H), 6.86 (d, J=8.5 Hz, 1H), 7.12 (d, J=8.5 Hz, 2H), 7.17 (br-t, J=7.0 Hz, 1H), 7.27 (t, J=7.0 Hz, 2H), 7.33 (br-d, J=7.0 Hz, 2H), 7.68 (dd, J=8.5, 1.5 Hz, 1H), 7.83 (... Reactants: COC(=O)c1ccc(-c2cnc(N)c(OCc3c(F)ccc(F)c3Cl)c2)cc1, CCOC(C)=O, CC(C)O, [Li+], [OH-], O. Yields the product Nc1ncc(-c2ccc(C(=O)O)cc2)cc1OCc1c(F)ccc(F)c1Cl. RXN SMILES: [CH3:1][O:2][C:3]([c:4]1[cH:5][cH:6][c:7](-[c:10]2[cH:11][n:12][c:13]([NH2:27])[c:14]([O:16][CH2:17][c:18]3[c:19]([Cl:26])[c:20]([F:25])[cH:21][cH:22][c:23]3[F:24])[cH:15]2)[cH:8][cH:9]1)=[O:28].[CH3:36][CH2:37][O:38][C:39]([CH3:40])=[O:41].[CH:32]([OH:33])([CH3:34])[CH3:35].[Li+:31].[OH-:30].[OH2:29]>>[O:2]=[C:3]([c:4]1[cH:5][cH:6][c:7](-[c:10]2[cH:11][n:12][c:13]([NH2:27])[c:14]([O:16][CH2:17][c:18]3[c:19]([Cl:26])[c:20]([F:25])[cH:21][cH:22][c:23]3[F:24])[cH:15]2)[cH:8][cH:9]1)[OH:28]. Starting materials: CCOC(=O)c1c(N)sc(C)c1CCc1ccc(Br)cc1, CC(=O)O, O=C1OC(=O)c2ccccc21. Yields the product CCOC(=O)c1c(N2C(=O)c3ccccc3C2=O)sc(C)c1CCc1ccc(Br)cc1. RXN SMILES: [CH2:1]([CH3:2])[O:3][C:4](=[O:5])[c:6]1[c:7]([NH2:21])[s:8][c:9]([CH3:20])[c:10]1[CH2:11][CH2:12][c:13]1[cH:14][cH:15][c:16]([Br:19])[cH:17][cH:18]1.[CH3:33][C:34](=[O:35])[OH:36].[O:22]=[C:23]1[O:24][C:25](=[O:26])[c:27]2[cH:28][cH:29][cH:30][cH:31][c:32]21>>[CH2:1]([CH3:2])[O:3][C:4](=[O:5])[c:6]1[c:7]([N:21]2[C:23](=[O:22])[c:32]3[c:27]([cH:28][cH:29][cH:30][cH:31]3)[C:25]2=[O:24])[s:8][c:9]([CH3:20])[c:10]1[CH2:11][CH2:12][c:13]1[cH:14][cH:15][c:16]([Br:19])[cH:17][cH:18]1. Starting materials: BrC=1C=C(C=C(C1)F)CO ((3-bromo-5-fluorophenyl)methanol), CCN(CC)S(F)(F)F (DAST), C(=O)(O)[O-].[Na+] (NaHCO3). The solvent is C(Cl)Cl (DCM). Conditions: time 8 hour. The product is BrC1=CC(=CC(=C1)CF)F (1-bromo-3-fluoro-5-(fluoromethyl)benzene). As a reaction SMILES: [Br:1][C:2]1[CH:3]=[C:4]([CH2:9]O)[CH:5]=[C:6]([F:8])[CH:7]=1.CCN(S(F)(F)[F:17])CC.C([O-])(O)=O.[Na+]>C(Cl)Cl>[Br:1][C:2]1[CH:3]=[C:4]([CH2:9][F:17])[CH:5]=[C:6]([F:8])[CH:7]=1 |f:2.3|. Procedure details: To a solution of (3-bromo-5-fluorophenyl)methanol (4 g, 19.51 mmol) in DCM (39.0 mL) at 0° C., DAST (3.35 mL, 25.4 mmol) was added. The reaction mixture was allowed to return to room temperature and stirred at room temperature overnight. Sat. NaHCO3 was added, the reaction mixture was then extracted by DCM. The organic was dried and concentrated. The crude material was purified by flash chromatography (0-10% EtOAc/heptanes) to yield the final product as colorless oil. LCMS (m/z): no mass (MH+), ...